From a dataset of the Open Reaction Database (ORD), a public repository of structured organic reaction records. describe an organic reaction: reactants, conditions, products, and yield The product is COC1=C2C=CNC2=C(N=C1)Cl (4-methoxy-7-chloro-6-azaindole). The reagents and catalysts are [Cu]I (CuI). Reaction conditions: temperature 115 celsius. As a reaction SMILES: Br[C:2]1[CH:10]=[N:9][C:8]([Cl:11])=[C:7]2[C:3]=1[CH:4]=[CH:5][NH:6]2.[CH3:12][O-:13].[Na+].Cl>CO.[Cu]I>[CH3:12][O:13][C:2]1[CH:10]=[N:9][C:8]([Cl:11])=[C:7]2[C:3]=1[CH:4]=[CH:5][NH:6]2 |f:1.2|. Procedure details: A mixture of 4-bromo-7-chloro-6-azaindole (1 g), CuI (0.65 g) and NaOMe (4 mL, 25% in methanol) in MeOH (16 mL) was heated at 110-120° C. for 16 hours in a sealed tube. After cooling to room temperature, the reaction mixture was neutralized with 1N HCl to pH 7. The aqueous solution was extracted with EtOAc (3×30 mL). Then the combined organic layer was dried over MgSO4, filtered and the filtrate was concentrated in vacuo to afford a residue, which was purified by using silica gel chromatography ... Run in CO (MeOH). Reactants: BrC1=C2C=CNC2=C(N=C1)Cl (4-bromo-7-chloro-6-azaindole), C[O-].[Na+] (NaOMe), Cl (HCl). Reactants: ClC1=CC=C(C=C1)C1=CC=2N=CN(C(C2S1)=O)CC(=O)C=1C=C2CC(CC2=CC1)N(C(C(F)(F)F)=O)C (N-(5-{[6-(4-chlorophenyl)-4-oxothieno[3,2-d]pyrimidin -3(4H) -yl]acetyl}-2,3-dihydro-1H-inden-2-yl)-2,2,2-trifluoro-N -methylacetamide), C([O-])([O-])=O.[K+].[K+] (potassium carbonate), CO (methanol), O1CCCC1 (tetrahydrofuran). The solvent is O (water), O (water). Reaction conditions: temperature 60 celsius, time 3 hour. Product: ClC1=CC=C(C=C1)C1=CC=2N=CN(C(C2S1)=O)CC(=O)C=1C=C2CC(CC2=CC1)NC (6-(4-chlorophenyl)-3-{2-[2-(methylamino)-2,3-dihydro-1H-inden-5-yl]-2-oxoethyl}thieno[3,2-d]pyrimidin-4(3H)-one). Yield: 104.0%. Reaction SMILES: [Cl:1][C:2]1[CH:7]=[CH:6][C:5]([C:8]2[S:16][C:15]3[C:14](=[O:17])[N:13]([CH2:18][C:19]([C:21]4[CH:22]=[C:23]5[C:27](=[CH:28][CH:29]=4)[CH2:26][CH:25]([N:30](C)[C:31](=O)C(F)(F)F)[CH2:24]5)=[O:20])[CH:12]=[N:11][C:10]=3[CH:9]=2)=[CH:4][CH:3]=1.C(=O)([O-])[O-].[K+].[K+].CO.O1CCCC1>O>[Cl:1][C:2]1[CH:7]=[CH:6][C:5]([C:8]2[S:16][C:15]3[C:14](=[O:17])[N:13]([CH2:18][C:19]([C:21]4[CH:22]=[C:23]5[C:27](=[CH:28][CH:29]=4)[CH2:26][CH:25]([NH:30][CH3:31])[CH2:24]5)=[O:20])[CH:12]=[N:11][C:10]=3[CH:9]=2)=[CH:4][CH:3]=1 |f:1.2.3|. Procedure: A mixture of the compound (70 mg) obtained in Example 15, potassium carbonate (53 mg), water (0.5 ml), methanol (1 ml) and tetrahydrofuran (1 ml) was stirred at 60° C. for 3 hr. The reaction mixture was diluted with water, and extracted with ethyl acetate. The organic layer was washed with saturated brine, dried over magnesium sulfate, and concentrated under reduced pressure. The residue was crystallized from ethyl acetate to give the title compound (60 mg) as a colorless powder. Starting materials: O (Water), OC1=CC=2NC3=CC=CC=C3C2C=C1 (2-Hydroxycarbazole), BrCCCCCC(=O)OCC (ethyl 6-bromohexanoate), C([O-])([O-])=O.[K+].[K+] (potassium carbonate). The solvent is CN(C=O)C (dimethyl formamide). Yields the product C1=C(C=CC=2C3=CC=CC=C3NC12)OCCCCCC(=O)OCC (ethyl 6-(9H-carbazol-2 yloxy)-hexanoate). Yield: 33.0%. As a reaction SMILES: [OH:1][C:2]1[CH:14]=[CH:13][C:12]2[C:11]3[C:6](=[CH:7][CH:8]=[CH:9][CH:10]=3)[NH:5][C:4]=2[CH:3]=1.Br[CH2:16][CH2:17][CH2:18][CH2:19][CH2:20][C:21]([O:23][CH2:24][CH3:25])=[O:22].C(=O)([O-])[O-].[K+].[K+].O>CN(C)C=O>[CH:3]1[C:4]2[NH:5][C:6]3[C:11](=[CH:10][CH:9]=[CH:8][CH:7]=3)[C:12]=2[CH:13]=[CH:14][C:2]=1[O:1][CH2:16][CH2:17][CH2:18][CH2:19][CH2:20][C:21]([O:23][CH2:24][CH3:25])=[O:22] |f:2.3.4|. Reported procedure: 2-Hydroxycarbazole (0.5 g, 2.7 mmol), ethyl 6-bromohexanoate (0.6 g, 2.7 mmol), and potassium carbonate (0.4 g, 3.0 mmol) in dimethyl formamide (10 ml) were heated to 120° C. for 24 h. Water was added and extraction with ethyl acetate was performed. The combined organic phases were washed with water and dried (sodium sulfate). The solvent was removed i. vac. and the residue was purified by column chromatography (silica gel, ethyl acetate: heptane=1:1) to give ethyl 6-(9H-carbazol-2 yloxy)-hexano... The reactants are CCOC(=O)N=S(C)(=O)c1cccc(COc2cc3ncnc(NCC(C)O)c3cc2Br)c1, O=C([O-])O, CC[O-], CCO, [Na+], [Na+]. Yields the product CC(O)CNc1ncnc2cc(OCc3cccc(S(C)(=N)=O)c3)c(Br)cc12. RXN SMILES: [Br:1][c:2]1[cH:3][c:4]2[c:5]([NH:29][CH2:30][CH:31]([CH3:32])[OH:33])[n:6][cH:7][n:8][c:9]2[cH:10][c:11]1[O:12][CH2:13][c:14]1[cH:15][c:16]([S:20](=[O:21])(=[N:22][C:23]([O:24][CH2:25][CH3:26])=[O:27])[CH3:28])[cH:17][cH:18][cH:19]1.[C:38](=[O:39])([OH:40])[O-:41].[CH3:35][CH2:36][O-:37].[CH3:43][CH2:44][OH:45].[Na+:34].[Na+:42]>>[Br:1][c:2]1[cH:3][c:4]2[c:5]([NH:29][CH2:30][CH:31]([CH3:32])[OH:33])[n:6][cH:7][n:8][c:9]2[cH:10][c:11]1[O:12][CH2:13][c:14]1[cH:15][c:16]([S:20](=[O:21])(=[NH:22])[CH3:28])[cH:17][cH:18][cH:19]1. As a reaction SMILES: [CH2:1]([c:2]1[cH:3][cH:4][cH:5][cH:6][cH:7]1)[O:8][c:9]1[c:10]([O:18][CH2:19][CH2:20][CH2:21][CH2:22][CH2:23][C:24]([CH3:25])([CH3:26])[C:27]#[N:28])[cH:11][c:12]([CH2:16][CH3:17])[cH:13][c:14]1[OH:15].[CH2:29]([CH3:30])[I:31]>>[CH2:1]([c:2]1[cH:3][cH:4][cH:5][cH:6][cH:7]1)[O:8][c:9]1[c:10]([O:18][CH2:19][CH2:20][CH2:21][CH2:22][CH2:23][C:24]([CH3:25])([CH3:26])[C:27]#[N:28])[cH:11][c:12]([CH2:16][CH3:17])[cH:13][c:14]1[O:15][CH2:29][CH3:30]. The reactants are CCc1cc(O)c(OCc2ccccc2)c(OCCCCCC(C)(C)C#N)c1, CCI. Product: CCOc1cc(CC)cc(OCCCCCC(C)(C)C#N)c1OCc1ccccc1.